From a dataset of the Open Reaction Database (ORD), a public repository of structured organic reaction records. describe an organic reaction: reactants, conditions, products, and yield Yields the product Cc1nc(NNC(=O)C(CC2CCCC2)CN(O)C=O)c(F)c(N2CC=CC2)n1. The reactants are Cc1nc(NNC(=O)C(CC2CCCC2)CN(C=O)OC2CCCCO2)c(F)c(N2CC=CC2)n1, O. Reaction SMILES: [CH:1]1([CH2:6][CH:7]([CH2:8][N:9]([CH:10]=[O:11])[O:12][CH:13]2[CH2:14][CH2:15][CH2:16][CH2:17][O:18]2)[C:19](=[O:20])[NH:21][NH:22][c:23]2[n:24][c:25]([CH3:35])[n:26][c:27]([N:30]3[CH2:31][CH:32]=[CH:33][CH2:34]3)[c:28]2[F:29])[CH2:2][CH2:3][CH2:4][CH2:5]1.[OH2:36]>>[CH:1]1([CH2:6][CH:7]([CH2:8][N:9]([CH:10]=[O:11])[OH:12])[C:19](=[O:20])[NH:21][NH:22][c:23]2[n:24][c:25]([CH3:35])[n:26][c:27]([N:30]3[CH2:31][CH:32]=[CH:33][CH2:34]3)[c:28]2[F:29])[CH2:2][CH2:3][CH2:4][CH2:5]1. The reactants are C1=NC=CC2=C(C=CC=C12)N (isoquinolin-5-ylamine), C(C)(C)(C)C1=CC=C(C=C1)S(=O)(=O)Cl (4-tert-butyl-benzenesulfonyl chloride). Product: C(C)(C)(C)C1=CC=C(C=C1)S(=O)(=O)NC1=C2C=CN=CC2=CC=C1 (4-tert-Butyl-N-isoquinolin-5-yl-benzenesulfonamide). RXN SMILES: [CH:1]1[C:10]2[C:5](=[C:6]([NH2:11])[CH:7]=[CH:8][CH:9]=2)[CH:4]=[CH:3][N:2]=1.[C:12]([C:16]1[CH:21]=[CH:20][C:19]([S:22](Cl)(=[O:24])=[O:23])=[CH:18][CH:17]=1)([CH3:15])([CH3:14])[CH3:13]>>[C:12]([C:16]1[CH:21]=[CH:20][C:19]([S:22]([NH:11][C:6]2[CH:7]=[CH:8][CH:9]=[C:10]3[C:5]=2[CH:4]=[CH:3][N:2]=[CH:1]3)(=[O:24])=[O:23])=[CH:18][CH:17]=1)([CH3:15])([CH3:13])[CH3:14]. Procedure details: prepared by reaction of isoquinolin-5-ylamine with 4-tert-butyl-benzenesulfonyl chloride Starting materials: ClC1=C(C(=O)C2=C(C=CC=C2)NS(=O)(=O)C2=CC=C(C(=O)O)C=C2)C=CC(=C1)Cl (4-[2-(2,4-dichloro-benzoyl)-phenylsulfamoyl]-benzoic acid), Cl.C(C)OC(CN)=O (glycine ethyl ester hydrochloride). Yields the product C(C)OC(CNC(C1=CC=C(C=C1)S(NC1=C(C=CC=C1)C(C1=C(C=C(C=C1)Cl)Cl)=O)(=O)=O)=O)=O ({4-[2-(2,4-Dichloro-benzoyl)-phenylsulfamoyl]-benzoylamino}-acetic acid ethyl ester). RXN SMILES: [Cl:1][C:2]1[CH:28]=[C:27]([Cl:29])[CH:26]=[CH:25][C:3]=1[C:4]([C:6]1[CH:11]=[CH:10][CH:9]=[CH:8][C:7]=1[NH:12][S:13]([C:16]1[CH:24]=[CH:23][C:19]([C:20](O)=[O:21])=[CH:18][CH:17]=1)(=[O:15])=[O:14])=[O:5].Cl.[CH2:31]([O:33][C:34](=[O:37])[CH2:35][NH2:36])[CH3:32]>>[CH2:31]([O:33][C:34](=[O:37])[CH2:35][NH:36][C:20](=[O:21])[C:19]1[CH:18]=[CH:17][C:16]([S:13](=[O:14])(=[O:15])[NH:12][C:7]2[CH:8]=[CH:9][CH:10]=[CH:11][C:6]=2[C:4](=[O:5])[C:3]2[CH:25]=[CH:26][C:27]([Cl:29])=[CH:28][C:2]=2[Cl:1])=[CH:24][CH:23]=1)[CH3:32] |f:1.2|. Procedure details: The title compound was prepared from 4-[2-(2,4-dichloro-benzoyl)-phenylsulfamoyl]-benzoic acid and glycine ethyl ester hydrochloride according to the method described in Example 1.1/d. MS (EI) 536.1 (MH+).